Dataset: the Open Reaction Database (ORD), a public repository of structured organic reaction records. Task: describe an organic reaction: reactants, conditions, products, and yield The reactants are ClC(COC(CNC(=O)OCC1=CC=CC=C1)=O)(Cl)Cl (carbobenzyloxyglycine 2,2,2-trichloroethyl ester), C(C)(=O)O (acetic acid), Br.CC(=O)O (HBr CH3CO2H). Run in C(C)OCC (ethyl ether). Conditions: time 10 minute. The product is Br.ClC(COC(CN)=O)(Cl)Cl (aminoacetic acid 2,2,2-trichloroethyl ester, hydrobromide). Reaction SMILES: [Cl:1][C:2]([Cl:20])([Cl:19])[CH2:3][O:4][C:5](=[O:18])[CH2:6][NH:7]C(OCC1C=CC=CC=1)=O.C(O)(=O)C.[BrH:25].CC(O)=O>C(OCC)C>[BrH:25].[Cl:1][C:2]([Cl:20])([Cl:19])[CH2:3][O:4][C:5](=[O:18])[CH2:6][NH2:7] |f:2.3,5.6|. Procedure details: A well stirred solution of 45.0 g. (0.13 mole) of carbobenzyloxyglycine 2,2,2-trichloroethyl ester in 100 ml. of glacial acetic acid is cooled to 20° and 100 ml. of 5N HBr-CH3CO2H is added. After 10 minutes, a vigorous evolution of gas occurs. The reaction mixture is stirred at room temperature for two hours. The mixture is then diluted with dry ethyl ether and the precipitate is filtered. The product is crystallized from acetonitrile to give aminoacetic acid 2,2,2-trichloroethyl ester, hydrobro... Reactants: [OH-].[Na+] (NaOH), CC(C1=CC=CC=C1)(C)N (α,α-dimethylbenzylamine), C1(=CC=CC=C1)C (toluene), BrCCC(=O)Br (Bromopropionyl bromide). Conditions: temperature 0 celsius, time 3 hour. The product is BrC(C(=O)NC(C1=CC=CC=C1)(C)C)C (2-bromo-N-(α,α-dimethylbenzyl)propionamide). RXN SMILES: [CH3:1][C:2]([NH2:10])([CH3:9])[C:3]1[CH:8]=[CH:7][CH:6]=[CH:5][CH:4]=1.[OH-:11].[Na+].BrC[CH2:15][C:16]([Br:18])=O.[C:19]1(C)C=CC=CC=1>>[Br:18][CH:16]([CH3:15])[C:19]([NH:10][C:2]([CH3:9])([CH3:1])[C:3]1[CH:8]=[CH:7][CH:6]=[CH:5][CH:4]=1)=[O:11] |f:1.2|. Reported procedure: α,α-dimethylbenzylamine (27.0 g; 0.200 mole) was dissolved in toluene (200 ml), 10 % NaOH (200 ml) was added and the stirred mixture was cooled to 0°C. Bromopropionyl bromide (76.0 g; 0.352 mole) was added dropwise during 30 minutes while keeping the temperature below 10°C. Stirring was continued at room temperature for about 3 hours. The precipitated crystalline 2-bromo-N-(α,α-dimethylbenzyl)propionamide was filtered off, washed on the filter with cold toluene and dried in vacuo at 60°C. Yield:... The reactants are solution, C[Si](C)(C)C=[N+]=[N-] (trimethylsilyldiazomethane), CCCCCC (hexane), FC=1C=C(C=C(C1)C1(CC=CC1)C(=O)OC)OC (methyl 1-(5-fluoro-3-methoxyphenyl)cyclopent-3-ene-1-carboxylate), solution, B(Br)(Br)Br (boron tribromide). The solvent is ClCCl (dichloromethane), ClCCl (dichloromethane). Conditions: time 1 hour. The product is FC=1C=C(C=C(C1)C1(CC=CC1)C(=O)OC)O (methyl 1-(5-fluoro-3-hydroxyphenyl)cyclopent-3-ene-1-carboxylate). Yield: 86.1%. As a reaction SMILES: [F:1][C:2]1[CH:3]=[C:4]([O:17]C)[CH:5]=[C:6]([C:8]2([C:13]([O:15][CH3:16])=[O:14])[CH2:12][CH:11]=[CH:10][CH2:9]2)[CH:7]=1.B(Br)(Br)Br.C[Si](C=[N+]=[N-])(C)C.CCCCCC>ClCCl>[F:1][C:2]1[CH:3]=[C:4]([OH:17])[CH:5]=[C:6]([C:8]2([C:13]([O:15][CH3:16])=[O:14])[CH2:9][CH:10]=[CH:11][CH2:12]2)[CH:7]=1. Procedure: To a stirred solution of methyl 1-(5-fluoro-3-methoxyphenyl)cyclopent-3-ene-1-carboxylate (495 mg, 2.0 mmol) in dry dichloromethane (10 ml) was added a 1.0M solution of boron tribromide in dichloromethane (10 ml, 10 mmol) at -78° C. and the mixture stirred for 1 hr at the same temperature. The reaction mixture was quenched by the addition of water (20 ml) and the resulted mixture acidified with 1.0N aqueous hydrochloric acid, and extracted with ethyl acetate. The organic phase was washed with br... Starting materials: C(=O)([O-])[O-].[K+].[K+] (K2CO3), C(\C=C\C1=CC=CC=C1)Cl (trans-cinnamyl chloride), FC1=CC(=C(C=C1)O)[N+](=O)[O-] (4-Fluoro-2-nitrophenol). Solvent: CCOC(=O)C (EtOAc), CN(C)C=O (DMF). Run at temperature 60 celsius. The product is C1(=CC=CC=C1)/C=C/COC1=C(C=C(C=C1)F)[N+](=O)[O-] (4-Fluoro-2-nitrophenyl (2E)-3-phenylprop-2-enyl ether). As a reaction SMILES: [F:1][C:2]1[CH:7]=[CH:6][C:5]([OH:8])=[C:4]([N+:9]([O-:11])=[O:10])[CH:3]=1.C([O-])([O-])=O.[K+].[K+].[CH2:18](Cl)/[CH:19]=[CH:20]/[C:21]1[CH:26]=[CH:25][CH:24]=[CH:23][CH:22]=1>CN(C=O)C.CCOC(C)=O>[C:21]1(/[CH:20]=[CH:19]/[CH2:18][O:8][C:5]2[CH:6]=[CH:7][C:2]([F:1])=[CH:3][C:4]=2[N+:9]([O-:11])=[O:10])[CH:26]=[CH:25][CH:24]=[CH:23][CH:22]=1 |f:1.2.3|. Procedure details: 4-Fluoro-2-nitrophenol (13.5 g, 86 mmol) was dissolved in anhydrous DMF (100 mL) under an N2 atmosphere and treated sequentially with K2CO3 (23.7 g, 172 mmol) and trans-cinnamyl chloride (13.4 g, 87.6 mmol) and heated to 60° C. for 12 h. Upon completion, the reaction was diluted with EtOAc (500 mL), and washed with H2O (3×300 mL) and sat. aq. NaCl (500 mL). The organic layer was dried with MgSO4, filtered and concentrated to yield a yellow solid which was easily recrystallized from EtOAc/hexanes... The reactants are C1(=CC=CC=C1)OC(NC=1C(=NC(=C(C1)CC)C)OC)=O (Phenyl-N-(5-ethyl-2-methoxy-6-methylpyridin-3-yl)carbamate), COC=1C=C(C=C(C1)OC)N1CCNCC1 (1-(3,5-dimethoxyphenyl)piperazine). Product: C(C)C=1C=C(C(=NC1C)OC)NC(=O)N1CCN(CC1)C1=CC(=CC(=C1)OC)OC (1-[(5-ethyl-2-methoxy-6-methylpyridin-3-yl)aminocarbonyl]-4-(3,5-dimethoxyphenyl)piperazine). Isolated yield 82.0%. Reaction SMILES: C1(O[C:8](=[O:21])[NH:9][C:10]2[C:11]([O:19][CH3:20])=[N:12][C:13]([CH3:18])=[C:14]([CH2:16][CH3:17])[CH:15]=2)C=CC=CC=1.[CH3:22][O:23][C:24]1[CH:25]=[C:26]([N:32]2[CH2:37][CH2:36][NH:35][CH2:34][CH2:33]2)[CH:27]=[C:28]([O:30][CH3:31])[CH:29]=1>>[CH2:16]([C:14]1[CH:15]=[C:10]([NH:9][C:8]([N:35]2[CH2:34][CH2:33][N:32]([C:26]3[CH:25]=[C:24]([O:23][CH3:22])[CH:29]=[C:28]([O:30][CH3:31])[CH:27]=3)[CH2:37][CH2:36]2)=[O:21])[C:11]([O:19][CH3:20])=[N:12][C:13]=1[CH3:18])[CH3:17]. Reported procedure: Phenyl-N-(5-ethyl-2-methoxy-6-methylpyridin-3-yl)carbamate and 1-(3,5-dimethoxyphenyl)piperazine were reacted by the same way with the example 1 to obtain the titled compound. The reactants are NC1CCCc2ccccc21, CC(C=O)c1ccccc1. Product: CC(CNC1CCCc2ccccc21)c1ccccc1. As a reaction SMILES: [CH:11]1([NH2:21])[CH2:12][CH2:13][CH2:14][c:15]2[cH:16][cH:17][cH:18][cH:19][c:20]21.[CH:1]([CH:2]([CH3:3])[c:4]1[cH:5][cH:6][cH:7][cH:8][cH:9]1)=[O:10]>>[CH2:1]([CH:2]([CH3:3])[c:4]1[cH:5][cH:6][cH:7][cH:8][cH:9]1)[NH:21][CH:11]1[CH2:12][CH2:13][CH2:14][c:15]2[cH:16][cH:17][cH:18][cH:19][c:20]21. The reactants are O (water), C(C=CC1=CC=CC=C1)Br (Cinnamyl bromide), SC1=C2C(=NC=N1)N(N=C2)[C@H]2[C@H](O)[C@H](O)[C@H](O2)CO (4-mercapto-1-β-D-ribofuranosylpyrazolo[3,4-d]-pyrimidine), C([O-])([O-])=O.[K+].[K+] (potassium carbonate). Solvent: CN(C=O)C (N,N-dimethylformamide). Run at temperature 40 celsius. The product is C(C=CC1=CC=CC=C1)SC1=C2C(=NC=N1)N(N=C2)[C@H]2[C@H](O)[C@H](O)[C@H](O2)CO (4-cinnamylthio-1-β-D-ribofuranosylpyrazolo[3,4-d]pyrimidine). RXN SMILES: [CH2:1](Br)[CH:2]=[CH:3][C:4]1[CH:9]=[CH:8][CH:7]=[CH:6][CH:5]=1.[SH:11][C:12]1[N:17]=[CH:16][N:15]=[C:14]2[N:18]([C@@H:21]3[O:27][C@H:26]([CH2:28][OH:29])[C@@H:24]([OH:25])[C@H:22]3[OH:23])[N:19]=[CH:20][C:13]=12.C(=O)([O-])[O-].[K+].[K+].O>CN(C)C=O>[CH2:1]([S:11][C:12]1[N:17]=[CH:16][N:15]=[C:14]2[N:18]([C@@H:21]3[O:27][C@H:26]([CH2:28][OH:29])[C@@H:24]([OH:25])[C@H:22]3[OH:23])[N:19]=[CH:20][C:13]=12)[CH:2]=[CH:3][C:4]1[CH:9]=[CH:8][CH:7]=[CH:6][CH:5]=1 |f:2.3.4|. Reported procedure: Cinnamyl bromide (3.04 g) was added to a stirred solution of 4-mercapto-1-β-D-ribofuranosylpyrazolo[3,4-d]-pyrimidine (4.0 g) and potassium carbonate (2.13 g) in N,N-dimethylformamide. The solution was heated (40° C. on an oil bath) for 2 hours. After cooling the reaction mixture was poured into water (0.6 l) and the resultant precipitate was collected and washed with water. The 4-cinnamylthio-1-β-D-ribofuranosylpyrazolo[3,4-d]pyrimidine so obtained was recrystallised from methanol, washed with ...